describe an organic reaction: reactants, conditions, products, and yield From a dataset of the Open Reaction Database (ORD), a public repository of structured organic reaction records. Reactants: C(C1=CC=CC=C1)N1C[C@@H](OCC1)C1=C(C=CC(=C1)Br)OC ((2S)-4-benzyl-2-(5-bromo-2-methoxyphenyl)-morpholine), [Cu](C#N)C#N (copper cyanide), C(C)OCC (Diethyl ether), [OH-].[Na+] (sodium hydroxide). The solvent is CN1C(CCC1)=O (1-methyl-2-pyrrolidinone). Product: C(C1=CC=CC=C1)N1C[C@@H](OCC1)C1=C(C=CC(=C1)C#N)OC ((2S)-4-benzyl-2-(5-cyano-2-methoxyphenyl)-morpholine). Yield: 0.1%. As a reaction SMILES: [CH2:1]([N:8]1[CH2:13][CH2:12][O:11][C@@H:10]([C:14]2[CH:19]=[C:18](Br)[CH:17]=[CH:16][C:15]=2[O:21][CH3:22])[CH2:9]1)[C:2]1[CH:7]=[CH:6][CH:5]=[CH:4][CH:3]=1.[Cu](C#N)[C:24]#[N:25].C(OCC)C.[OH-].[Na+]>CN1CCCC1=O>[CH2:1]([N:8]1[CH2:13][CH2:12][O:11][C@@H:10]([C:14]2[CH:19]=[C:18]([C:24]#[N:25])[CH:17]=[CH:16][C:15]=2[O:21][CH3:22])[CH2:9]1)[C:2]1[CH:7]=[CH:6][CH:5]=[CH:4][CH:3]=1 |f:3.4|. Procedure: A solution of (2S)-4-benzyl-2-(5-bromo-2-methoxyphenyl)-morpholine (17.1 g, 47.2 mmol) and copper cyanide (6.35 g, 70.9 mmol) in 1-methyl-2-pyrrolidinone (140 ml) was stirred at 160° C. for 9 hours. Diethyl ether and 1N aqueous sodium hydroxide were added to the reaction mixture, and the solution was passed through Celite column. The whole was extracted with diethyl ether. The organic layer was washed with brine, dried over anhydrous sodium sulfate and concentrated under reduced pressure. The re...